describe an organic reaction: reactants, conditions, products, and yield From a dataset of the Open Reaction Database (ORD), a public repository of structured organic reaction records. Reactants: FC=1C=CC(=C2CC[C@H](C12)OC1=CC2=C([C@@H](CO2)CC(=O)OC)C=C1)B1OC(C(O1)(C)C)(C)C (methyl 2-((S)-6-((R)-7-fluoro-4-(4,4,5,5-tetramethyl-1,3,2-dioxaborolan-2-yl)-2,3-dihydro-1H-inden-1-yloxy)-2,3-dihydrobenzofuran-3-yl)acetate), BrC1=C(C=C(OCC2OCCC2)C=C1C)C (2-((4-bromo-3,5-dimethylphenoxy)methyl)-tetrahydrofuran), Intermediate 1. Product: CC1=C(C(=CC(=C1)OCC1OCCC1)C)C1=C2CC[C@H](C2=C(C=C1)F)OC1=CC2=C([C@@H](CO2)CC(=O)OC)C=C1 (Methyl 2-((3S)-6-((1R)-4-(2,6-dimethyl-4-((tetrahydrofuran-2-yl)methoxy)phenyl)-7-fluoro-2,3-dihydro-1H-inden-1-yloxy)-2,3-dihydrobenzofuran-3-yl)acetate). RXN SMILES: [F:1][C:2]1[CH:3]=[CH:4][C:5](B2OC(C)(C)C(C)(C)O2)=[C:6]2[C:10]=1[C@H:9]([O:11][C:12]1[CH:25]=[CH:24][C:15]3[C@H:16]([CH2:19][C:20]([O:22][CH3:23])=[O:21])[CH2:17][O:18][C:14]=3[CH:13]=1)[CH2:8][CH2:7]2.Br[C:36]1[C:48]([CH3:49])=[CH:47][C:39]([O:40][CH2:41][CH:42]2[CH2:46][CH2:45][CH2:44][O:43]2)=[CH:38][C:37]=1[CH3:50]>>[CH3:50][C:37]1[CH:38]=[C:39]([O:40][CH2:41][CH:42]2[CH2:46][CH2:45][CH2:44][O:43]2)[CH:47]=[C:48]([CH3:49])[C:36]=1[C:5]1[CH:4]=[CH:3][C:2]([F:1])=[C:10]2[C:6]=1[CH2:7][CH2:8][C@H:9]2[O:11][C:12]1[CH:25]=[CH:24][C:15]2[C@H:16]([CH2:19][C:20]([O:22][CH3:23])=[O:21])[CH2:17][O:18][C:14]=2[CH:13]=1. Procedure details: The title compound is prepared from methyl 2-((S)-6-((R)-7-fluoro-4-(4,4,5,5-tetramethyl-1,3,2-dioxaborolan-2-yl)-2,3-dihydro-1H-inden-1-yloxy)-2,3-dihydrobenzofuran-3-yl)acetate and 2-((4-bromo-3,5-dimethylphenoxy)methyl)-tetrahydrofuran following a procedure analogous to that described in Step 5 of Intermediate 1. LC (method 1): tR=1.48 min; Mass spectrum (ESI+): m/z=569 [M+Na]+.